From a dataset of the Open Reaction Database (ORD), a public repository of structured organic reaction records. describe an organic reaction: reactants, conditions, products, and yield Reactants: NC=1SC(=CC1C(=O)N)C1=C(C=C(C=C1F)C(C)(C)O)F (2-amino-5-[2,6-difluoro-4-(1-hydroxy-1-methylethyl)phenyl]thiophene-3-carboxamide), ClC1=CC=C2C(=N1)C(N(C2)C)=O (2-chloro-6-methyl-5,6-dihydro-7H-pyrrolo[3,4-b]pyridin-7-one). Yields the product FC1=C(C(=CC(=C1)C(C)(C)O)F)C1=CC(=C(S1)NC1=CC=C2C(=N1)C(N(C2)C)=O)C(=O)N (5-[2,6-Difluoro-4-(1-hydroxy-1-methylethyl)phenyl]-2-[(6-methyl-7-oxo-6,7-dihydro-5H-pyrrolo[3,4-b]pyridin-2-yl)amino]thiophene-3-carboxamide). As a reaction SMILES: [NH2:1][C:2]1[S:3][C:4]([C:10]2[C:15]([F:16])=[CH:14][C:13]([C:17]([OH:20])([CH3:19])[CH3:18])=[CH:12][C:11]=2[F:21])=[CH:5][C:6]=1[C:7]([NH2:9])=[O:8].Cl[C:23]1[N:28]=[C:27]2[C:29](=[O:33])[N:30]([CH3:32])[CH2:31][C:26]2=[CH:25][CH:24]=1>>[F:16][C:15]1[CH:14]=[C:13]([C:17]([OH:20])([CH3:18])[CH3:19])[CH:12]=[C:11]([F:21])[C:10]=1[C:4]1[S:3][C:2]([NH:1][C:23]2[N:28]=[C:27]3[C:29](=[O:33])[N:30]([CH3:32])[CH2:31][C:26]3=[CH:25][CH:24]=2)=[C:6]([C:7]([NH2:9])=[O:8])[CH:5]=1. Procedure details: The title compound was prepared according to the procedure in Example 1 Step 5 using 2-amino-5-[2,6-difluoro-4-(1-hydroxy-1-methylethyl)phenyl]thiophene-3-carboxamide (100 mg, 0.32 mmol) and 2-chloro-6-methyl-5,6-dihydro-7H-pyrrolo[3,4-b]pyridin-7-one (52.6 mg, 0.29 mmol) as the starting materials. Reactants: CC1=C(C=C(C=C1)NC(OC(C)(C)C)=O)OC1=NC=C(C=C1)[N+](=O)[O-] (tert-butyl {4-methyl-3-[(5-nitropyridin-2-yl)oxy]phenyl}carbamate), CN1C(CCC1)=O (N-methylpyrrolidone). The reagents and catalysts are [C].[Pd] (palladium-carbon). Solvent: CO (methanol). Reaction conditions: time 4 hour. Product: NC=1C=CC(=NC1)OC=1C=C(C=CC1C)NC(OC(C)(C)C)=O (tert-butyl {3-[(5-aminopyridin-2-yl)oxy]-4-methylphenyl}carbamate). Yield: 93.1%. As a reaction SMILES: [CH3:1][C:2]1[CH:7]=[CH:6][C:5]([NH:8][C:9](=[O:15])[O:10][C:11]([CH3:14])([CH3:13])[CH3:12])=[CH:4][C:3]=1[O:16][C:17]1[CH:22]=[CH:21][C:20]([N+:23]([O-])=O)=[CH:19][N:18]=1.CN1CCCC1=O>CO.[C].[Pd]>[NH2:23][C:20]1[CH:21]=[CH:22][C:17]([O:16][C:3]2[CH:4]=[C:5]([NH:8][C:9](=[O:15])[O:10][C:11]([CH3:13])([CH3:12])[CH3:14])[CH:6]=[CH:7][C:2]=2[CH3:1])=[N:18][CH:19]=1 |f:3.4|. Procedure: To a solution of tert-butyl {4-methyl-3-[(5-nitropyridin-2-yl)oxy]phenyl}carbamate (2.20 g, 6.37 mmol) in methanol (50 mL)/N-methylpyrrolidone (10 mL) was added 10% palladium-carbon powder (440 mg), and the mixture was stirred at room temperature for 4 hr under a hydrogen atmosphere (3.0 atm). 10% Palladium-carbon powder was filtered off by celite filtration, and water (20 mL) was added to the filtrate. The obtained precipitate was collected by filtration, and repeatedly washed with water to giv... Reactants: CC#N, BrCC1CC1, [I-], [Na+], [Na+], C1CCOC1, [OH-], O, O=C(NCc1cccc(O)c1)c1ccc2ncccc2c1, O=C(O)C(F)(F)F. The product is O=C(NCc1cccc(OCC2CC2)c1)c1ccc2ncccc2c1. RXN SMILES: [C:32](#[N:33])[CH3:34].[CH:24]1([CH2:27][Br:28])[CH2:25][CH2:26]1.[I-:30].[Na+:23].[Na+:29].[O:42]1[CH2:43][CH2:44][CH2:45][CH2:46]1.[OH-:22].[OH2:31].[OH:1][c:2]1[cH:3][c:4]([CH2:5][NH:6][C:7](=[O:8])[c:9]2[cH:10][c:11]3[cH:12][cH:13][cH:14][n:15][c:16]3[cH:17][cH:18]2)[cH:19][cH:20][cH:21]1.[OH:35][C:36]([C:37]([F:38])([F:39])[F:40])=[O:41]>>[O:1]([c:2]1[cH:3][c:4]([CH2:5][NH:6][C:7](=[O:8])[c:9]2[cH:10][c:11]3[cH:12][cH:13][cH:14][n:15][c:16]3[cH:17][cH:18]2)[cH:19][cH:20][cH:21]1)[CH2:27][CH:24]1[CH2:25][CH2:26]1. Reactants: O=C(Cl)OCc1ccccc1, NC(Cc1ccccc1)P(O)O, [Na+], C1COCCO1, [OH-]. The product is O=C(NC(Cc1ccccc1)P(O)O)OCc1ccccc1. RXN SMILES: [Cl:15][C:16](=[O:17])[O:18][CH2:19][c:20]1[cH:21][cH:22][cH:23][cH:24][cH:25]1.[NH2:1][CH:2]([CH2:3][c:4]1[cH:5][cH:6][cH:7][cH:8][cH:9]1)[P:10]([OH:11])[OH:12].[Na+:14].[O:26]1[CH2:27][CH2:28][O:29][CH2:30][CH2:31]1.[OH-:13]>>[NH:1]([CH:2]([CH2:3][c:4]1[cH:5][cH:6][cH:7][cH:8][cH:9]1)[P:10]([OH:11])[OH:12])[C:16](=[O:17])[O:18][CH2:19][c:20]1[cH:21][cH:22][cH:23][cH:24][cH:25]1. Starting materials: O1COC2=C1C=CC(=C2)CC(=O)Cl (2-(benzo[d][1,3]dioxol-5-yl)acetyl chloride), COC1=C(C=C(C=C1)OC)C1=C(N=C(S1)NC(C1=C(C=CC=C1F)F)=O)C (N-(5-(2,5-Dimethoxyphenyl)-4-methylthiazol-2-yl)-2,6-difluorobenzamide), BrBr (bromine). Product: BrC1=CC(=CC2=C1OCO2)C2=C(N=C(S2)NC(C2=C(C=CC=C2F)F)=O)C (N-(5-(7-Bromobenzo[d][1,3]dioxol-5-yl)-4-methylthiazol-2-yl)-2,6-difluorobenzamide). As a reaction SMILES: O1C2C=CC(C[C:11](Cl)=[O:12])=CC=2OC1.CO[C:16]1[CH:21]=[CH:20][C:19]([O:22]C)=[CH:18][C:17]=1[C:24]1[S:28][C:27]([NH:29][C:30](=[O:39])[C:31]2[C:36]([F:37])=[CH:35][CH:34]=[CH:33][C:32]=2[F:38])=[N:26][C:25]=1[CH3:40].[Br:41]Br>>[Br:41][C:21]1[C:20]2[O:12][CH2:11][O:22][C:19]=2[CH:18]=[C:17]([C:24]2[S:28][C:27]([NH:29][C:30](=[O:39])[C:31]3[C:36]([F:37])=[CH:35][CH:34]=[CH:33][C:32]=3[F:38])=[N:26][C:25]=2[CH3:40])[CH:16]=1. Procedure details: Compound 56 was prepared from 2-(benzo[d][1,3]dioxol-5-yl)acetyl chloride in the similar manner as described for the preparation of Compound 55 with the exception that 2 equivalents of bromine was used.